From a dataset of the Open Reaction Database (ORD), a public repository of structured organic reaction records. describe an organic reaction: reactants, conditions, products, and yield Reactants: ice, C(C)(=O)C=1C=C(C=CC1)C1=CC(=CC2=C1N(C=N2)C2=CC=CC=C2)C(F)(F)F (7-(3-acetylphenyl)-1-phenyl-5-trifluoromethylbenzimidazole), C[Mg]Br (methylmagnesium bromide). The solvent is O1CCCC1 (tetrahydrofurane). Conditions: time 4 hour. Yields the product OC(C)(C)C=1C=C(C=CC1)C1=CC(=CC2=C1N(C=N2)C2=CC=CC=C2)C(F)(F)F (7-(3-(2-Hydroxy-2-propyl)phenyl)-1-phenyl-5-trifluoromethylbenzimidazole). RXN SMILES: [C:1]([C:4]1[CH:5]=[C:6]([C:10]2[C:15]3[N:16]([C:19]4[CH:24]=[CH:23][CH:22]=[CH:21][CH:20]=4)[CH:17]=[N:18][C:14]=3[CH:13]=[C:12]([C:25]([F:28])([F:27])[F:26])[CH:11]=2)[CH:7]=[CH:8][CH:9]=1)(=[O:3])[CH3:2].[CH3:29][Mg]Br>O1CCCC1>[OH:3][C:1]([C:4]1[CH:5]=[C:6]([C:10]2[C:15]3[N:16]([C:19]4[CH:24]=[CH:23][CH:22]=[CH:21][CH:20]=4)[CH:17]=[N:18][C:14]=3[CH:13]=[C:12]([C:25]([F:27])([F:28])[F:26])[CH:11]=2)[CH:7]=[CH:8][CH:9]=1)([CH3:29])[CH3:2]. Procedure details: To an ice-cooled solution of 7-(3-acetylphenyl)-1-phenyl-5-trifluoromethylbenzimidazole ((0.76 g, 2.0 mmol) in anhydrous tetrahydrofurane (5 ml) was added a solution of methylmagnesium bromide (1.0 ml, 3M) dropwise over 5 min. The ice-bath was removed and the mixture was stirred at ambient temperature for 4 hours. Aqueous ammonium chloride, and subsequently ethyl acetate, was added. Reactants: ClCOCC[Si](C)(C)C ((2-(chloromethoxy)ethyl)trimethylsilane), BrC1=CC=C2C(C(NC2=C1)=O)(F)F (6-bromo-3,3-difluoroindolin-2-one), C[Si](C)(C)[N-][Si](C)(C)C.[Na+] (NaHMDS). Solvent: CN(C)C=O (DMF), C1CCOC1 (THF). Run at time 30 minute. Yields the product BrC1=CC=C2C(C(N(C2=C1)COCC[Si](C)(C)C)=O)(F)F (6-bromo-3,3-difluoro-1-((2-(trimethylsilyl)ethoxy)methyl)indolin-2-one). Reaction SMILES: [Br:1][C:2]1[CH:10]=[C:9]2[C:5]([C:6]([F:13])([F:12])[C:7](=[O:11])[NH:8]2)=[CH:4][CH:3]=1.C[Si]([N-][Si](C)(C)C)(C)C.[Na+].Cl[CH2:25][O:26][CH2:27][CH2:28][Si:29]([CH3:32])([CH3:31])[CH3:30]>CN(C=O)C.C1COCC1>[Br:1][C:2]1[CH:10]=[C:9]2[C:5]([C:6]([F:13])([F:12])[C:7](=[O:11])[N:8]2[CH2:25][O:26][CH2:27][CH2:28][Si:29]([CH3:32])([CH3:31])[CH3:30])=[CH:4][CH:3]=1 |f:1.2|. Procedure: Into the solution of 6-bromo-3,3-difluoroindolin-2-one in DMF (5 mL), was added 1M of NaHMDS solution in THF (1.6 mL), after 30 min., (2-(chloromethoxy)ethyl)trimethylsilane (269 mg) was added. After being stirred at rt for 4 h, the reaction mixture was extracted with ethyl acetate and washed with brine, dried and the solvent was removed, the residue was purified by silica gel chromatography to provide 0.46 g of 6-bromo-3,3-difluoro-1-((2-(trimethylsilyl)ethoxy)methyl)indolin-2-one 7.35. 1H NMR ...